The task is: describe an organic reaction: reactants, conditions, products, and yield. This data is from the Open Reaction Database (ORD), a public repository of structured organic reaction records. The reactants are ClCCCl, Cl, [K+], [K+], CCOC(=O)CCNC(=O)c1ccc(CN)cc1, O=C([O-])[O-], O=C1CCC2(CC1)OCCO2. Product: CCOC(=O)CCNC(=O)c1ccc(CNC2CCC3(CC2)OCCO3)cc1. As a reaction SMILES: [Cl:37][CH2:38][CH2:39][Cl:40].[ClH:1].[K+:20].[K+:21].[NH2:2][CH2:3][c:4]1[cH:5][cH:6][c:7]([C:8](=[O:9])[NH:10][CH2:11][CH2:12][C:13](=[O:14])[O:15][CH2:16][CH3:17])[cH:18][cH:19]1.[O-:22][C:23]([O-:24])=[O:25].[O:26]1[CH2:27][CH2:28][O:29][C:30]12[CH2:31][CH2:32][C:33](=[O:36])[CH2:34][CH2:35]2>>[NH:2]([CH2:3][c:4]1[cH:5][cH:6][c:7]([C:8](=[O:9])[NH:10][CH2:11][CH2:12][C:13](=[O:14])[O:15][CH2:16][CH3:17])[cH:18][cH:19]1)[CH:33]1[CH2:32][CH2:31][C:30]2([O:26][CH2:27][CH2:28][O:29]2)[CH2:35][CH2:34]1. Starting materials: NC1=NC=C(C2=C1C(=CS2)C2=CC(=C(C=C2)NC(=O)C=2N(C1=CC=CC=C1C2)C)OC)I (N-[4-(4-amino-7-iodothieno[3,2-c]pyridin-3-yl)-2-methoxyphenyl]-1-methyl-1H-indole-2-carboxamide), C(=O)C1=CC=C(C=C1)B(O)O (4-formylphenylboronic acid). Yields the product NC1=NC=C(C2=C1C(=CS2)C2=CC(=C(C=C2)NC(=O)C=2N(C1=CC=CC=C1C2)C)OC)C2=CC=C(C=C2)C=O (N-{4-[4-amino-7-(4-formylphenyl)thieno[3,2-c]pyridin-3-yl]-2-methoxyphenyl}-1-methyl-1H-indole-2-carboxamide). As a reaction SMILES: [NH2:1][C:2]1[C:7]2[C:8]([C:11]3[CH:16]=[CH:15][C:14]([NH:17][C:18]([C:20]4[N:21]([CH3:29])[C:22]5[C:27]([CH:28]=4)=[CH:26][CH:25]=[CH:24][CH:23]=5)=[O:19])=[C:13]([O:30][CH3:31])[CH:12]=3)=[CH:9][S:10][C:6]=2[C:5](I)=[CH:4][N:3]=1.[CH:33]([C:35]1[CH:40]=[CH:39][C:38](B(O)O)=[CH:37][CH:36]=1)=[O:34]>>[NH2:1][C:2]1[C:7]2[C:8]([C:11]3[CH:16]=[CH:15][C:14]([NH:17][C:18]([C:20]4[N:21]([CH3:29])[C:22]5[C:27]([CH:28]=4)=[CH:26][CH:25]=[CH:24][CH:23]=5)=[O:19])=[C:13]([O:30][CH3:31])[CH:12]=3)=[CH:9][S:10][C:6]=2[C:5]([C:38]2[CH:39]=[CH:40][C:35]([CH:33]=[O:34])=[CH:36][CH:37]=2)=[CH:4][N:3]=1. Procedure details: The title compound was prepared using N-[4-(4-amino-7-iodothieno[3,2-c]pyridin-3-yl)-2-methoxyphenyl]-1-methyl-1H-indole-2-carboxamide (0.120 g, 0.217 mmol), 4-formylphenylboronic acid (0.247 mmol) and the procedure described in General Procedure A. Starting materials: CCOC(=O)C1CCNCC1, CC(C)(C)OC(=O)C1=CC=C(C=C1)Br. The reagents and catalysts are C(=O)([O-])[O-].[Cs+].[Cs+], C1=CC=C(C=C1)P(C2=CC=CC=C2)C3=C(C4=CC=CC=C4C=C3)C5=C(C=CC6=CC=CC=C65)P(C7=CC=CC=C7)C8=CC=CC=C8, C1=CC=C(C=C1)/C=C/C(=O)/C=C/C2=CC=CC=C2.C1=CC=C(C=C1)/C=C/C(=O)/C=C/C2=CC=CC=C2.C1=CC=C(C=C1)/C=C/C(=O)/C=C/C2=CC=CC=C2.[Pd].[Pd]. Solvent: C1COCCO1. Conditions: temperature 110 celsius. The product is CCOC(=O)C1CCN(CC1)C2=CC=C(C=C2)C(=O)OC(C)(C)C. Isolated yield 0.0%. Reported procedure: 1\. To a microwave tube was added tert-butyl 4-bromobenzoate (1.328 g, 5.16 mmol), ethyl piperidine-4-carboxylate (1.000 g, 5.16 mmol), Cs2CO3 (5.05 g, 15.49 mmol), Pd2dba3 (0.473 g, 0.52 mmol), and BINAP (0.643 g, 1.03 mmol). The mixture was dissolved in [Solvents] and sealed. The tube was de-gassed and inflated with N2.  2\. The reaction was heated at 110°C in oil-bath overnight. LCMS showed reaction complete. The reaction mixture was filter through celite pad and the solution was loaded to co... Starting materials: CN[C@@H]1C[C@H]2O[C@@](C)([C@@H]1OC)n1c3ccccc3c3c4c(c5c6ccccc6n2c5c31)C(=O)NC4 (staurosporine), CN1CCOc2cc(C=O)ccc12. Reagents/catalysts: CC(C)[O-].CC(C)[O-].CC(C)[O-].CC(C)[O-].[Ti+4] (Ti(OiPr)4), CC(=O)O (acetic acid), CC(=O)O[BH-](OC(C)=O)OC(C)=O.[Na+] (Sodium triacetoxyborohydride). Solvent: CN1CCCC1=O (NMP), CN1CCCC1=O (NMP), CN1CCCC1=O (NMP), CN1CCCC1=O (NMP), CN1CCCC1=O (NMP), CN1CCCC1=O (NMP), CN1CCCC1=O (NMP). Reaction conditions: temperature 22 celsius, time 18 hour. Yields the product CO[C@@H]1[C@@H](C[C@H]2O[C@]1(C)n3c4ccccc4c5c6CNC(=O)c6c7c8ccccc8n2c7c35)N(C)Cc9ccc%10N(C)CCOc%10c9, CN[C@@H]1C[C@H]2O[C@@](C)([C@@H]1OC)n1c3ccccc3c3c4c(c5c6ccccc6n2c5c31)C(=O)NC4 (Staurosporine), CN1CCOc2cc(C=O)ccc12.